From a dataset of the Open Reaction Database (ORD), a public repository of structured organic reaction records. describe an organic reaction: reactants, conditions, products, and yield The reactants are COC(C1=C(C(=CC=C1F)[N+](=O)[O-])NC1=C(C=C(C=C1)I)F)OC ((2-dimethoxymethyl-3-fluoro-6-nitro-phenyl)-(2-fluoro-4-iodo-phenyl)-amine), Cl (HCl). Run in C1CCOC1 (THF). Yields the product FC1=CC=C(C(=C1C=O)NC1=C(C=C(C=C1)I)F)[N+](=O)[O-] (6-Fluoro-2-(2-fluoro-4-iodo-phenylamino)-3-nitro-benzaldehyde). Yield: 96.3%. As a reaction SMILES: C[O:2][CH:3](OC)[C:4]1[C:9]([F:10])=[CH:8][CH:7]=[C:6]([N+:11]([O-:13])=[O:12])[C:5]=1[NH:14][C:15]1[CH:20]=[CH:19][C:18]([I:21])=[CH:17][C:16]=1[F:22].Cl>C1COCC1>[F:10][C:9]1[C:4]([CH:3]=[O:2])=[C:5]([NH:14][C:15]2[CH:20]=[CH:19][C:18]([I:21])=[CH:17][C:16]=2[F:22])[C:6]([N+:11]([O-:13])=[O:12])=[CH:7][CH:8]=1. Procedure: To a stirred solution of (2-dimethoxymethyl-3-fluoro-6-nitro-phenyl)-(2-fluoro-4-iodo-phenyl)-amine (1.0 g, 2.22 mmol) in THF (10 ml) was added a solution of 4M HCl at room temperature. After 2 hours the THF was removed in vacuo and the residue diluted with water (20 ml) providing a precipitate. The solid precipitate was collected by filtration, washed with water and dried under vacuum to yield the title compound (864 mg, 96%). LCMS (Method B): RT=4.06 min, [M−H]−=403.